This data is from the Open Reaction Database (ORD), a public repository of structured organic reaction records. The task is: describe an organic reaction: reactants, conditions, products, and yield Starting materials: ClC=1C=C(CC=2N=C(SC2CC#N)N2CCOCC2)C=CC1Cl (2-(4-(3,4-dichlorobenzyl)-2-morpholinothiazol-5-yl)acetonitrile), [N-]=[N+]=[N-].[Na+] (sodium azide), [NH4+].[Cl-] (NH4Cl), [N-]=[N+]=[N-].[Na+] (sodium azide), [NH4+].[Cl-] (NH4Cl). The solvent is O (water), CN(C)C=O (DMF), C(C)(=O)OCC (ethyl acetate). Yields the product N1N=NN=C1CC1=C(N=C(S1)N1CCOCC1)CC1=CC(=C(C=C1)Cl)Cl (4-(5-((1H-tetrazol-5-yl)methyl)-4-(3,4-dichlorobenzyl)thiazol-2-yl)morpholine). Isolated yield 5.2%. As a reaction SMILES: [Cl:1][C:2]1[CH:3]=[C:4]([CH:20]=[CH:21][C:22]=1[Cl:23])[CH2:5][C:6]1[N:7]=[C:8]([N:14]2[CH2:19][CH2:18][O:17][CH2:16][CH2:15]2)[S:9][C:10]=1[CH2:11][C:12]#[N:13].[N-:24]=[N+:25]=[N-:26].[Na+].[NH4+].[Cl-]>CN(C=O)C.C(OCC)(=O)C.O>[NH:24]1[C:12]([CH2:11][C:10]2[S:9][C:8]([N:14]3[CH2:15][CH2:16][O:17][CH2:18][CH2:19]3)=[N:7][C:6]=2[CH2:5][C:4]2[CH:20]=[CH:21][C:22]([Cl:23])=[C:2]([Cl:1])[CH:3]=2)=[N:13][N:26]=[N:25]1 |f:1.2,3.4|. Procedure details: To a solution of 2-(4-(3,4-dichlorobenzyl)-2-morpholinothiazol-5-yl)acetonitrile (87.0 mg, 0.236 mmol) in DMF (0.74 mL) was added sodium azide (21.6 mg, 0.332 mmol) and NH4Cl (17.8 mg, 9.53 mmol) and the resulting mixture was heated to 140 degrees overnight. More sodium azide (43 mg, 0.66 mmol) and NH4Cl (36 mg, 19 mmol) were added and the reaction was heated to 120 degrees overnight. The reaction was cooled and taken up in ethyl acetate (25 mL) and water (5 ml). The layers were separated and th...